This data is from the Open Reaction Database (ORD), a public repository of structured organic reaction records. The task is: describe an organic reaction: reactants, conditions, products, and yield The reactants are CC(=O)Nc1nc2ccc(Br)nc2s1, Cc1ccc(S(=O)(=O)Nc2cccc(B3OC(C)(C)C(C)(C)O3)c2)cc1. As a reaction SMILES: [Br:27][c:28]1[cH:29][cH:30][c:31]2[c:32]([n:33]1)[s:34][c:35]([NH:37][C:38]([CH3:39])=[O:40])[n:36]2.[CH3:1][c:2]1[cH:3][cH:4][c:5]([S:8](=[O:9])(=[O:10])[NH:11][c:12]2[cH:13][c:14]([B:18]3[O:19][C:20]([CH3:21])([CH3:22])[C:23]([CH3:24])([CH3:25])[O:26]3)[cH:15][cH:16][cH:17]2)[cH:6][cH:7]1>>[CH3:1][c:2]1[cH:3][cH:4][c:5]([S:8](=[O:9])(=[O:10])[NH:11][c:12]2[cH:13][c:14](-[c:28]3[cH:29][cH:30][c:31]4[c:32]([n:33]3)[s:34][c:35]([NH:37][C:38]([CH3:39])=[O:40])[n:36]4)[cH:15][cH:16][cH:17]2)[cH:6][cH:7]1. Product: CC(=O)Nc1nc2ccc(-c3cccc(NS(=O)(=O)c4ccc(C)cc4)c3)nc2s1. Reactants: CCCN(CCC)CCCCN(C)Cc1ccc(C#N)cc1, CCO, [H][H], [Na+], [OH-]. Product: CCCN(CCC)CCCCN(C)Cc1ccc(CN)cc1. As a reaction SMILES: [CH2:1]([CH2:2][CH3:3])[N:4]([CH2:5][CH2:6][CH2:7][CH2:8][N:9]([CH3:10])[CH2:11][c:12]1[cH:13][cH:14][c:15]([C:16]#[N:17])[cH:18][cH:19]1)[CH2:20][CH2:21][CH3:22].[CH3:27][CH2:28][OH:29].[H:25][H:26].[Na+:24].[OH-:23]>>[CH2:1]([CH2:2][CH3:3])[N:4]([CH2:5][CH2:6][CH2:7][CH2:8][N:9]([CH3:10])[CH2:11][c:12]1[cH:13][cH:14][c:15]([CH2:16][NH2:17])[cH:18][cH:19]1)[CH2:20][CH2:21][CH3:22]. RXN SMILES: [C:87](=[O:88])([OH:89])[O-:90].[C:92]([O-:93])(=[O:94])[CH3:95].[C:97]([O-:98])(=[O:99])[CH3:100].[CH2:51]([CH3:52])[C:53]([CH2:54][CH3:55])([c:56]1[cH:57][c:58]([CH3:71])[c:59]([B:62]2[O:63][C:64]([CH3:65])([CH3:66])[C:67]([CH3:68])([CH3:69])[O:70]2)[cH:60][cH:61]1)[c:72]1[cH:73][c:74]([CH3:86])[c:75]([CH:78]=[CH:79][C:80]2([OH:85])[CH2:81][CH2:82][CH2:83][CH2:84]2)[cH:76][cH:77]1.[CH3:102][c:103]1[cH:104][cH:105][cH:106][cH:107][cH:108]1.[CH3:1][O:2][C:3]([CH2:4][c:5]1[c:6]([F:12])[cH:7][c:8]([Cl:11])[cH:9][cH:10]1)=[O:13].[CH:14]1([P:15]([CH:16]2[CH2:17][CH2:18][CH2:19][CH2:20][CH2:21]2)[c:22]2[cH:23][cH:24][cH:25][cH:26][c:27]2-[c:28]2[c:29]([O:30][CH3:31])[cH:32][cH:33][cH:34][c:35]2[O:36][CH3:37])[CH2:38][CH2:39][CH2:40][CH2:41][CH2:42]1.[K+:48].[K+:49].[K+:50].[Na+:91].[OH2:101].[P:43]([O-:44])([O-:45])([O-:46])=[O:47].[Pd+2:96]>>[CH3:1][O:2][C:3]([CH2:4][c:5]1[c:6]([F:12])[cH:7][c:8](-[c:59]2[c:58]([CH3:71])[cH:57][c:56]([C:53]([CH2:51][CH3:52])([CH2:54][CH3:55])[c:72]3[cH:73][c:74]([CH3:86])[c:75]([CH:78]=[CH:79][C:80]4([OH:85])[CH2:81][CH2:82][CH2:83][CH2:84]4)[cH:76][cH:77]3)[cH:61][cH:60]2)[cH:9][cH:10]1)=[O:13]. Starting materials: O=C([O-])O, CC(=O)[O-], CC(=O)[O-], CCC(CC)(c1ccc(C=CC2(O)CCCC2)c(C)c1)c1ccc(B2OC(C)(C)C(C)(C)O2)c(C)c1, Cc1ccccc1, COC(=O)Cc1ccc(Cl)cc1F, COc1cccc(OC)c1-c1ccccc1P(C1CCCCC1)C1CCCCC1, [K+], [K+], [K+], [Na+], O, O=P([O-])([O-])[O-], [Pd+2]. The product is CCC(CC)(c1ccc(C=CC2(O)CCCC2)c(C)c1)c1ccc(-c2ccc(CC(=O)OC)c(F)c2)c(C)c1. Reactants: Cl.ClCC1=CC(=NC(=C1)C)C (4-chloromethyl-2,6-dimethylpyridine hydrochloride), CS(=O)(=O)C1=CC=C(C=C1)O (4-methylsulfonylphenol), [OH-].[Na+] (sodium hydroxide). Run in C(C)O (ethanol). Yields the product CS(=O)(=O)C1=CC=C(OCC2=CC(=NC(=C2)C)C)C=C1 (4-(4-methanesulfonylphenoxymethyl)-2,6-dimethylpyridine). Isolated yield 46.6%. Reaction SMILES: Cl.Cl[CH2:3][C:4]1[CH:9]=[C:8]([CH3:10])[N:7]=[C:6]([CH3:11])[CH:5]=1.[CH3:12][S:13]([C:16]1[CH:21]=[CH:20][C:19]([OH:22])=[CH:18][CH:17]=1)(=[O:15])=[O:14].[OH-].[Na+]>C(O)C>[CH3:12][S:13]([C:16]1[CH:21]=[CH:20][C:19]([O:22][CH2:3][C:4]2[CH:9]=[C:8]([CH3:10])[N:7]=[C:6]([CH3:11])[CH:5]=2)=[CH:18][CH:17]=1)(=[O:14])=[O:15] |f:0.1,3.4|. Reported procedure: To a solution of 1.0 g (5.21 mmol) of 4-chloromethyl-2,6-dimethylpyridine hydrochloride and 1.1 g (6.25 mmol) of 4-methylsulfonylphenol in ethanol (3.5 mL) was added 3.5 mL (14.0 mmol) of 4 N aqueous sodium hydroxide solution, followed by heating under reflux for 90 minutes. After standing to cool, ethanol was evaporated under a reduced pressure. To the obtained residue, water was added and the precipitates were collected by filtration and then dried under a reduced pressure to obtain 707 mg (yi... Reactants: C(C)NC (N-ethyl-N-methylamine), ClC1=C(C=CC(=C1F)SC1=CC=C(C=C1)C(=O)O)[N+](=O)[O-] (2-Chloro-3-fluoro-4-(4-carboxyphenylsulphanyl)nitrobenzene), acid chloride, C(C(=O)Cl)(=O)Cl (oxalyl chloride). The reagents and catalysts are CN(C)C=O (DMF). The solvent is C(Cl)Cl (DCM), C(Cl)Cl (DCM). Run at time 8 hour. Yields the product ClC1=C(C=CC(=C1F)SC1=CC=C(C=C1)C(N(CC)C)=O)[N+](=O)[O-] (2-Chloro-3-fluoro-4-[4-(N-methyl-N-ethylcarbamoyl)phenylsulphanyl]nitrobenzene). Yield: 34.9%. RXN SMILES: [Cl:1][C:2]1[C:7]([F:8])=[C:6]([S:9][C:10]2[CH:15]=[CH:14][C:13]([C:16]([OH:18])=O)=[CH:12][CH:11]=2)[CH:5]=[CH:4][C:3]=1[N+:19]([O-:21])=[O:20].C(Cl)(=O)C(Cl)=O.[CH2:28]([NH:30][CH3:31])[CH3:29]>C(Cl)Cl.CN(C=O)C>[Cl:1][C:2]1[C:7]([F:8])=[C:6]([S:9][C:10]2[CH:11]=[CH:12][C:13]([C:16](=[O:18])[N:30]([CH3:31])[CH2:28][CH3:29])=[CH:14][CH:15]=2)[CH:5]=[CH:4][C:3]=1[N+:19]([O-:21])=[O:20]. Procedure: 2-Chloro-3-fluoro-4-(4-carboxyphenylsulphanyl)nitrobenzene (Method 24; 5.5 g, 16.8 mmol) was suspended with stirring in DCM (100 ml) and oxalyl chloride (3.22 ml) was added. A couple of drops of DMF were added to initiate the reaction and it was left to stir overnight. The mixture was evaporated to dryness and then redissolved in DCM (20 ml). N-ethyl-N-methylamine (0.46 ml, 5.28 mmol) was dissolved in DCM (1 ml) and to this with stirring was added some of the above acid chloride solution (2.4 mm... Reactants: ClC1=CC=C(C=C1)C(O)C=1C=NC=CC1 (α-(4-chlorophenyl)-3-pyridinemethanol), C1(=CC=CC=C1)NC(C)=O (N-phenyl acetamide). Solvent: CC(=O)O (HOAc), OS(=O)(=O)O (H2SO4). The product is ClC1=CC=C(C=C1)C(C1=CC=C(C=C1)NC(C)=O)C=1C=NC=CC1 ((±)-N-[4-[(4-chlorophenyl)(3-pyridinyl)methyl]phenyl]acetamide). Yield: 100.0%. Reaction SMILES: [Cl:1][C:2]1[CH:7]=[CH:6][C:5]([CH:8]([C:10]2[CH:11]=[N:12][CH:13]=[CH:14][CH:15]=2)O)=[CH:4][CH:3]=1.[C:16]1([NH:22][C:23](=[O:25])[CH3:24])[CH:21]=[CH:20][CH:19]=[CH:18][CH:17]=1>CC(O)=O.OS(O)(=O)=O>[Cl:1][C:2]1[CH:7]=[CH:6][C:5]([CH:8]([C:10]2[CH:11]=[N:12][CH:13]=[CH:14][CH:15]=2)[C:19]2[CH:20]=[CH:21][C:16]([NH:22][C:23](=[O:25])[CH3:24])=[CH:17][CH:18]=2)=[CH:4][CH:3]=1. Reported procedure: A mixture of α-(4-chlorophenyl)-3-pyridinemethanol (0.364 mol) and N-phenyl acetamide (0.364 mol) in HOAc (360 ml) and H2SO4 36N (38.6 ml) was stirred and refluxed for 6 days. The solvent was evaporated, yielding 122.6 g (±)-N-[4-[(4-chlorophenyl)(3-pyridinyl)methyl]phenyl]acetamide (compound 673). Starting materials: C(#N)C1=C(C=CC=C1)SC1=C(C=CC=C1)NC(C1=CC=C(C=C1)OCCCCC(C)=O)=O (N-[2-(2-cyanophenylthio)phenyl]-4-(5-oxohexyloxy)benz-amide), [BH4-].[Na+] (sodium borohydride), C(Cl)(Cl)Cl (chloroform). The solvent is CO (methanol), O1CCCC1 (tetrahydrofuran). Reaction conditions: time 1 hour. Product: C(#N)C1=C(C=CC=C1)SC1=C(C=CC=C1)NC(C1=CC=C(C=C1)OCCCCC(C)O)=O (N-[2-(2-Cyanophenylthio)phenyl]-4-(5-hydroxyhexyloxy)benzamide). Isolated yield 94.2%. As a reaction SMILES: [C:1]([C:3]1[CH:8]=[CH:7][CH:6]=[CH:5][C:4]=1[S:9][C:10]1[CH:15]=[CH:14][CH:13]=[CH:12][C:11]=1[NH:16][C:17](=[O:32])[C:18]1[CH:23]=[CH:22][C:21]([O:24][CH2:25][CH2:26][CH2:27][CH2:28][C:29](=[O:31])[CH3:30])=[CH:20][CH:19]=1)#[N:2].[BH4-].[Na+].C(Cl)(Cl)Cl>O1CCCC1.CO>[C:1]([C:3]1[CH:8]=[CH:7][CH:6]=[CH:5][C:4]=1[S:9][C:10]1[CH:15]=[CH:14][CH:13]=[CH:12][C:11]=1[NH:16][C:17](=[O:32])[C:18]1[CH:19]=[CH:20][C:21]([O:24][CH2:25][CH2:26][CH2:27][CH2:28][CH:29]([OH:31])[CH3:30])=[CH:22][CH:23]=1)#[N:2] |f:1.2|. Procedure details: In 30 ml of tetrahydrofuran was suspended 3.33 g of N-[2-(2-cyanophenylthio)phenyl]-4-(5-oxohexyloxy)benz-amide (prepared in accordance with Reference Example 6, Step 2) followed by addition of a solution of 0.31 g of sodium borohydride in methanol, and the mixture was stirred for 1 hour. To the reaction mixture was added chloroform and the mixture was washed with saturated aqueous sodium chloride solution, dried over magnesium sulfate and concentrated. The residue was recrystallized from ethyl ... The reactants are COC(=O)N[C@@H](C(C)C)C(=O)O (N-methoxycarbonyl-L-Valine), N[C@H](C(=O)O)C1CCCC1 ((S)-2-amino-2-cyclopentylacetic acid). Product: C1(CCCC1)[C@@H](C(=O)O)NC(=O)OC ((S)-2-cyclopentyl-2-(methoxycarbonylamino)acetic acid). RXN SMILES: [CH3:1][O:2][C:3]([NH:5][C@H:6]([C:10]([OH:12])=[O:11])[CH:7]([CH3:9])[CH3:8])=[O:4].N[C@@H:14](C1CCCC1)[C:15](O)=O>>[CH:7]1([C@H:6]([NH:5][C:3]([O:2][CH3:1])=[O:4])[C:10]([OH:12])=[O:11])[CH2:9][CH2:15][CH2:14][CH2:8]1. Procedure details: (S)-2-cyclopentyl-2-(methoxycarbonylamino)acetic acid was synthesized similar to N-methoxycarbonyl-L-Valine, using (S)-2-amino-2-cyclopentylacetic acid instead of L-Valine. Starting materials: C(C)OC=1C=C(C=O)C=CC1OC (3-ethoxy-4-methoxybenzaldehyde), BrC1=CC2=C(OCCO2)C=C1 (6-bromo-2,3-dihydro-benzo[1,4]dioxine), C(CCC)[Li] (n-butyl lithium), O1CCOC2=C1C=CC(=C2)C(O)C2=CC(=CC(=C2)OC)OC ((2,3-dihydrobenzo[1,4]dioxin-6-yl)-(3,5-dimethoxyphenyl)methanol). Product: O1CCOC2=C1C=CC(=C2)C(O)C2=CC(=C(C=C2)OC)OCC ((2,3-dihydro-benzo[1,4]dioxin-6-yl)-(3-ethoxy-4-methoxy-phenyl)-methanol). Yield: 56.2%. Reaction SMILES: [CH2:1]([O:3][C:4]1[CH:5]=[C:6]([CH:9]=[CH:10][C:11]=1[O:12][CH3:13])[CH:7]=[O:8])[CH3:2].Br[C:15]1[CH:24]=[CH:23][C:18]2[O:19][CH2:20][CH2:21][O:22][C:17]=2[CH:16]=1.C([Li])CCC.O1C2C=CC(C(C3C=C(OC)C=C(OC)C=3)O)=CC=2OCC1>>[O:19]1[C:18]2[CH:23]=[CH:24][C:15]([CH:7]([C:6]3[CH:9]=[CH:10][C:11]([O:12][CH3:13])=[C:4]([O:3][CH2:1][CH3:2])[CH:5]=3)[OH:8])=[CH:16][C:17]=2[O:22][CH2:21][CH2:20]1. Procedure: 3-ethoxy-4-methoxybenzaldehyde (0.92 g, 5.12 mmol), 6-bromo-2,3-dihydro-benzo[1,4]dioxine (1.21 g, 5.63 mmol), and n-butyl lithium (2.25 ml, 5.63 mmol) were treated in the same manner as described above for the synthesis of (2,3-dihydrobenzo[1,4]dioxin-6-yl)-(3,5-dimethoxyphenyl)methanol. The crude material was purified via flash column chromatography (10% EtOAc in hexane gradient to 40% EtOAc in hexane in about 40 min.) to give (2,3-dihydro-benzo[1,4]dioxin-6-yl)-(3-ethoxy-4-methoxy-phenyl)-met...